Dataset: the Open Reaction Database (ORD), a public repository of structured organic reaction records. Task: describe an organic reaction: reactants, conditions, products, and yield The reactants are OB1OC2=C(C[C@@H]1SC1=NN=CN1C)C=CC=C2C(=O)O ((R)-2-hydroxy-3-(4-methyl-4H-1,2,4-triazol-3-ylthio)-3,4-dihydro-2H-benzo[e][1,2]oxaborinine-8-carboxylic acid), C(OCCl)(OC(C)C)=O (chloromethyl isopropyl carbonate), C(=O)([O-])[O-].[K+].[K+] (K2CO3). The solvent is CN(C)C=O (DMF). Reaction conditions: temperature 50 celsius, time 18 hour. The product is OB1OC2=C(C[C@@H]1SC1=NN=CN1C)C=CC=C2C(=O)OCOC(=O)OC(C)C ((R)-(isopropoxycarbonyloxy)methyl 2-hydroxy-3-(4-methyl-4H-1,2,4-triazol-3-ylthio)-3,4-dihydro-2H-benzo[e][1,2]oxaborinine-8-carboxylate). Reaction SMILES: [OH:1][B:2]1[C@@H:7]([S:8][C:9]2[N:13]([CH3:14])[CH:12]=[N:11][N:10]=2)[CH2:6][C:5]2[CH:15]=[CH:16][CH:17]=[C:18]([C:19]([OH:21])=[O:20])[C:4]=2[O:3]1.[C:22](=[O:30])([O:26][CH:27]([CH3:29])[CH3:28])[O:23][CH2:24]Cl.C([O-])([O-])=O.[K+].[K+]>CN(C=O)C>[OH:1][B:2]1[C@@H:7]([S:8][C:9]2[N:13]([CH3:14])[CH:12]=[N:11][N:10]=2)[CH2:6][C:5]2[CH:15]=[CH:16][CH:17]=[C:18]([C:19]([O:21][CH2:24][O:23][C:22]([O:26][CH:27]([CH3:29])[CH3:28])=[O:30])=[O:20])[C:4]=2[O:3]1 |f:2.3.4|. Procedure: To the solution of acid 15 (0.5 mmol) in DMF (5 mL) was added chloromethyl isopropyl carbonate (1 mmol), followed by K2CO3 (0.75 mmol). The resulting mixture was stirred at 50° C. for 18 hours and brought to room temperature and concentrated. The residue was purified by purified by prep-HPLC (C18, acetonitrile and water as mobile phases, 0.1% formic acid) to obtain the titled compound. The reactants are BrCCBr, CC(C)(C)OC(=O)n1nc(-c2cc3cc(O)ccc3n2C(=O)OC(C)(C)C)c2cc(OCc3ccccc3)ccc21, O=C([O-])[O-], [Cs+], [Cs+]. Yields the product CC(C)(C)OC(=O)n1nc(-c2cc3cc(OCCBr)ccc3n2C(=O)OC(C)(C)C)c2cc(OCc3ccccc3)ccc21. RXN SMILES: [Br:48][CH2:49][CH2:50][Br:51].[C:1]([CH3:2])([CH3:3])([CH3:4])[O:5][C:6](=[O:7])[n:8]1[n:9][c:10](-[c:25]2[n:26]([C:35](=[O:36])[O:37][C:38]([CH3:39])([CH3:40])[CH3:41])[c:27]3[cH:28][cH:29][c:30]([OH:34])[cH:31][c:32]3[cH:33]2)[c:11]2[cH:12][c:13]([O:17][CH2:18][c:19]3[cH:20][cH:21][cH:22][cH:23][cH:24]3)[cH:14][cH:15][c:16]12.[C:42](=[O:43])([O-:44])[O-:45].[Cs+:46].[Cs+:47]>>[C:1]([CH3:2])([CH3:3])([CH3:4])[O:5][C:6](=[O:7])[n:8]1[n:9][c:10](-[c:25]2[n:26]([C:35](=[O:36])[O:37][C:38]([CH3:39])([CH3:40])[CH3:41])[c:27]3[cH:28][cH:29][c:30]([O:34][CH2:50][CH2:49][Br:48])[cH:31][c:32]3[cH:33]2)[c:11]2[cH:12][c:13]([O:17][CH2:18][c:19]3[cH:20][cH:21][cH:22][cH:23][cH:24]3)[cH:14][cH:15][c:16]12. Reactants: C=CC1=CC=CC=C1.C(\C=C/C(=O)N)(=O)O (Styrene maleamic acid), C(C)(=O)[O-].[Na+] (sodium acetate), C(C)(=O)OC(C)=O (acetic anhydride). Run in O (water). The product is C=CC1=CC=CC=C1.C1(C=CC(N1)=O)=O (Styrene maleimide). Reaction SMILES: [CH2:1]=[CH:2][C:3]1[CH:8]=[CH:7][CH:6]=[CH:5][CH:4]=1.[C:9]([OH:16])(=O)/[CH:10]=[CH:11]\[C:12]([NH2:14])=[O:13].C([O-])(=O)C.[Na+].C(OC(=O)C)(=O)C>O>[CH2:1]=[CH:2][C:3]1[CH:8]=[CH:7][CH:6]=[CH:5][CH:4]=1.[C:12]1(=[O:13])[NH:14][C:9](=[O:16])[CH:10]=[CH:11]1 |f:0.1,2.3,6.7|. Procedure: 5.0 g of Styrene/maleamic acid and 0.5 g of anhydrous sodium acetate were added to 50 mL of acetic anhydride in a round bottom flask equipped with an inert gas inlet tube, magnetic stirrer and a heating bath. The resulting solution was heated and maintained at 80°-85° C. under nitrogen for 3 hr. The cooled solution was poured in a slow stream into a well stirred beaker of 400 ml cold (5°-10° C.) water. The resulting solid was collected by suction filtration, washed with four portions of acidic (... The reactants are OC1=CC=C(C=C1)[C@@H]1N([C@@]2(CC1)C(NCC2)=O)C(=O)OC(C)(C)C (1,1-Dimethylethyl (2R,5R)-2-(4-hydroxyphenyl)-6-oxo-1,7-diazaspiro[4.4]nonane-1-carboxylate), FC1=C(C#N)C=CC=C1 (2-fluoro-benzonitrile). Product: C(#N)C1=C(C=CC=C1)OC1=CC=C(C=C1)[C@@H]1N([C@@]2(CC1)C(NCC2)=O)C(=O)OC(C)(C)C (1,1-Dimethylethyl (2R,5R)-2-{4-[(2-cyanophenyl)oxy]phenyl}-6-oxo-1,7-diazaspiro[4.4]nonane-1-carboxylate). Isolated yield 66.0%. As a reaction SMILES: [OH:1][C:2]1[CH:7]=[CH:6][C:5]([C@H:8]2[CH2:12][CH2:11][C@:10]3([CH2:16][CH2:15][NH:14][C:13]3=[O:17])[N:9]2[C:18]([O:20][C:21]([CH3:24])([CH3:23])[CH3:22])=[O:19])=[CH:4][CH:3]=1.F[C:26]1[CH:33]=[CH:32][CH:31]=[CH:30][C:27]=1[C:28]#[N:29]>>[C:28]([C:27]1[CH:30]=[CH:31][CH:32]=[CH:33][C:26]=1[O:1][C:2]1[CH:7]=[CH:6][C:5]([C@H:8]2[CH2:12][CH2:11][C@:10]3([CH2:16][CH2:15][NH:14][C:13]3=[O:17])[N:9]2[C:18]([O:20][C:21]([CH3:24])([CH3:23])[CH3:22])=[O:19])=[CH:4][CH:3]=1)#[N:29]. Reported procedure: 1,1-Dimethylethyl (2R,5R)-2-{4-[(2-cyanophenyl)oxy]phenyl}-6-oxo-1,7-diazaspiro[4.4]nonane-1-carboxylate (D28, 58 mg, 66%) was synthesized using a similar procedure as set out earlier in Description 13 using 1,1-dimethylethyl (2S,5R)-2-(aminocarbonyl)-5-(4-hydroxyphenyl)-2-methyl-1-pyrrolidinecarboxylate (D25, 66 mg, 0.198 mmol) and 2-fluoro-benzonitrile; Rt (HPLC): 5.34 min; MS: (ES/+) m/z: 456 [M+Na+]; C25H27N3O4 requires 433. Starting materials: COC(=O)C(O)Cc1cc(C)c(OCc2ccccc2)c(C)c1, CN(C)c1ccncc1, O=C(Cl)Oc1ccc([N+](=O)[O-])cc1, O=c1[nH]c2c3ccccc3ncc2n1C1CCNCC1, c1ccncc1. Product: COC(=O)C(Cc1cc(C)c(OCc2ccccc2)c(C)c1)OC(=O)N1CCC(n2c(=O)[nH]c3c4ccccc4ncc32)CC1. As a reaction SMILES: [CH3:14][O:15][C:16]([CH:17]([CH2:18][c:19]1[cH:20][c:21]([CH3:34])[c:22]([O:26][CH2:27][c:28]2[cH:29][cH:30][cH:31][cH:32][cH:33]2)[c:23]([CH3:25])[cH:24]1)[OH:35])=[O:36].[CH3:57][N:58]([CH3:59])[c:60]1[cH:61][cH:62][n:63][cH:64][cH:65]1.[Cl:1][C:2](=[O:3])[O:4][c:5]1[cH:6][cH:7][c:8]([N+:9]([O-:10])=[O:11])[cH:12][cH:13]1.[NH:37]1[CH2:38][CH2:39][CH:40]([n:43]2[c:44](=[O:56])[nH:45][c:46]3[c:47]2[cH:48][n:49][c:50]2[cH:51][cH:52][cH:53][cH:54][c:55]32)[CH2:41][CH2:42]1.[cH:66]1[cH:67][cH:68][n:69][cH:70][cH:71]1>>[C:2](=[O:3])([O:35][CH:17]([C:16]([O:15][CH3:14])=[O:36])[CH2:18][c:19]1[cH:20][c:21]([CH3:34])[c:22]([O:26][CH2:27][c:28]2[cH:29][cH:30][cH:31][cH:32][cH:33]2)[c:23]([CH3:25])[cH:24]1)[N:37]1[CH2:38][CH2:39][CH:40]([n:43]2[c:44](=[O:56])[nH:45][c:46]3[c:47]2[cH:48][n:49][c:50]2[cH:51][cH:52][cH:53][cH:54][c:55]32)[CH2:41][CH2:42]1. The reactants are [H-].[Na+] (NaH), C1(=CC=CC=C1)C1=CNC(N1C1=CC(=CC=C1)C(F)(F)F)=O (5-phenyl-1-(3-trifluoromethylphenyl)-4-imidazolin-2-one), COC(CCCCCCCBr)=O (8-bromocaprylic acid methyl ester). Run in CN(C)C=O (DMF). Yields the product COC(CCCCCCCN1C(N(C(=C1)C1=CC=CC=C1)C1=CC(=CC=C1)C(F)(F)F)=O)=O (8-[2-Oxo-4-phenyl-3-(3-trifluoromethylphenyl)-4-imidazolin-1-yl] caprylic acid methyl ester). RXN SMILES: [H-].[Na+].[C:3]1([C:9]2[N:13]([C:14]3[CH:19]=[CH:18][CH:17]=[C:16]([C:20]([F:23])([F:22])[F:21])[CH:15]=3)[C:12](=[O:24])[NH:11][CH:10]=2)[CH:8]=[CH:7][CH:6]=[CH:5][CH:4]=1.[CH3:25][O:26][C:27](=[O:36])[CH2:28][CH2:29][CH2:30][CH2:31][CH2:32][CH2:33][CH2:34]Br>CN(C=O)C>[CH3:25][O:26][C:27](=[O:36])[CH2:28][CH2:29][CH2:30][CH2:31][CH2:32][CH2:33][CH2:34][N:11]1[CH:10]=[C:9]([C:3]2[CH:4]=[CH:5][CH:6]=[CH:7][CH:8]=2)[N:13]([C:14]2[CH:19]=[CH:18][CH:17]=[C:16]([C:20]([F:23])([F:21])[F:22])[CH:15]=2)[C:12]1=[O:24] |f:0.1|. Procedure details: The product is produced as described in example 1 from 1.41 g of NaH (80% suspension in mineral oil), 14.3 g of 5-phenyl-1-(3-trifluoromethylphenyl)-4-imidazolin-2-one, 100 cc. of DMF, 11.1 g of 8-bromocaprylic acid methyl ester and 1.41 g of NaJ. Reactants: COc1cc2c3c(c1)[nH]c(=S)n3CCC2, CCO, ClCc1cccc(-c2ccccc2)n1, Cl. The product is COc1cc2c3c(c1)nc([SH](C)c1cccc(-c4ccccc4)n1)n3CCC2. As a reaction SMILES: [CH3:16][O:17][c:18]1[cH:19][c:20]2[c:25]3[n:24]([c:29](=[S:30])[nH:28][c:26]3[cH:27]1)[CH2:23][CH2:22][CH2:21]2.[CH3:31][CH2:32][OH:33].[Cl:2][CH2:3][c:4]1[n:5][c:6](-[c:10]2[cH:11][cH:12][cH:13][cH:14][cH:15]2)[cH:7][cH:8][cH:9]1.[ClH:1]>>[c:4]1([SH:30]([c:29]2[n:24]3[c:25]4[c:20]([cH:19][c:18]([O:17][CH3:16])[cH:27][c:26]4[n:28]2)[CH2:21][CH2:22][CH2:23]3)[CH3:31])[n:5][c:6](-[c:10]2[cH:11][cH:12][cH:13][cH:14][cH:15]2)[cH:7][cH:8][cH:9]1.